This data is from the Open Reaction Database (ORD), a public repository of structured organic reaction records. The task is: describe an organic reaction: reactants, conditions, products, and yield Starting materials: COC(C(C)=C1CCN(CC1)C(=O)OC(C)(C)C)=O (tert-Butyl 4-(2-methoxy-1-methyl-2-oxoethylidene)piperidine-1-carboxylate), Cl.O1CCOCC1 (HCl 1,4-dioxane). The solvent is CCO (EtOH). Conditions: time 6 hour. Product: Cl.N1CCC(CC1)=C(C(=O)OCC)C (Ethyl 2-piperidin-4-ylidenepropanoate hydrochloride). Yield: 145.6%. RXN SMILES: [CH3:1][O:2][C:3](=[O:19])[C:4](=[C:6]1[CH2:11][CH2:10][N:9](C(OC(C)(C)C)=O)[CH2:8][CH2:7]1)[CH3:5].[ClH:20].O1CCOC[CH2:22]1>CCO>[ClH:20].[NH:9]1[CH2:10][CH2:11][C:6](=[C:4]([CH3:5])[C:3]([O:2][CH2:1][CH3:22])=[O:19])[CH2:7][CH2:8]1 |f:1.2,4.5|. Reported procedure: tert-Butyl 4-(2-methoxy-1-methyl-2-oxoethylidene)piperidine-1-carboxylate (2.83 g; 10 mmol) was dissolved in EtOH (50 mL) and treated with 4M HCl/1,4-dioxane solution (20 mL, 80 mmol). The resulting solution was stirred at ambient temperature for 6 hrs. The solvents were removed under vacuum to leave a syrup. This was dried under vacuum to give the title product (3.199 g, ˜quantitative yield). This was used in the next stage without further purification. 1H NMR δ 1.22 (t, 3H), 1.78 (s, 3H), 2.44... Starting materials: O=C([O-])[O-], CCO, COc1cc(-n2cnc3cc(-c4ccc(Cl)cc4)sc3c2=O)ccc1O, [Cs+], [Cs+], CN(C)C=O, O, Cc1ccccc1S(=O)(=O)OCCN(C)c1ccccc1. Yields the product COc1cc(-n2cnc3cc(-c4ccc(Cl)cc4)sc3c2=O)ccc1OCCN(C)c1ccccc1. As a reaction SMILES: [C:48](=[O:49])([O-:50])[O-:51].[CH2:54]([OH:55])[CH3:56].[Cl:1][c:2]1[cH:3][cH:4][c:5](-[c:8]2[cH:9][c:10]3[n:11][cH:12][n:13](-[c:18]4[cH:19][c:20]([O:25][CH3:26])[c:21]([OH:24])[cH:22][cH:23]4)[c:14](=[O:17])[c:15]3[s:16]2)[cH:6][cH:7]1.[Cs+:52].[Cs+:53].[O:58]=[CH:59][N:60]([CH3:61])[CH3:62].[OH2:57].[c:27]1([CH3:28])[c:29]([S:30]([O:31][CH2:37][CH2:38][N:39]([c:40]2[cH:41][cH:42][cH:43][cH:44][cH:45]2)[CH3:46])(=[O:32])=[O:33])[cH:34][cH:35][cH:36][cH:47]1>>[Cl:1][c:2]1[cH:3][cH:4][c:5](-[c:8]2[cH:9][c:10]3[n:11][cH:12][n:13](-[c:18]4[cH:19][c:20]([O:25][CH3:26])[c:21]([O:24][CH2:37][CH2:38][N:39]([c:40]5[cH:41][cH:42][cH:43][cH:44][cH:45]5)[CH3:46])[cH:22][cH:23]4)[c:14](=[O:17])[c:15]3[s:16]2)[cH:6][cH:7]1.